describe an organic reaction: reactants, conditions, products, and yield From a dataset of the Open Reaction Database (ORD), a public repository of structured organic reaction records. The reactants are C(CCCCCC)NC=1C=C(C=CC1)O (3-(n-heptyl-amino)phenol), BrCCO (2-bromoethanol), C(=O)(O)[O-].[Na+] (NaHCO3). Solvent: CO (methanol). The product is C(CCCCCC)N(CCO)C=1C=C(C=CC1)O (3-[N-(n-heptyl)-N-(2-hydroxyethyl)amino]phenol). RXN SMILES: [CH2:1]([NH:8][C:9]1[CH:10]=[C:11]([OH:15])[CH:12]=[CH:13][CH:14]=1)[CH2:2][CH2:3][CH2:4][CH2:5][CH2:6][CH3:7].Br[CH2:17][CH2:18][OH:19].C([O-])(O)=O.[Na+]>CO>[CH2:1]([N:8]([C:9]1[CH:10]=[C:11]([OH:15])[CH:12]=[CH:13][CH:14]=1)[CH2:17][CH2:18][OH:19])[CH2:2][CH2:3][CH2:4][CH2:5][CH2:6][CH3:7] |f:2.3|. Procedure: 0.1 mol of 3-(n-heptyl-amino)phenol in 100 ml of methanol is refluxed for 10 h with 0.11 mol of 2-bromoethanol and 0.1 mol of NaHCO3. After cooling, the mixture is filtered, the solvent is removed in vacuo and the residue is fractionated, to give 3-[N-(n-heptyl)-N-(2-hydroxyethyl)amino]phenol; b.p. 160-170° C. (1·10 −5 torr), m.p. 45-47° C., yld. 54%. Reaction SMILES: [CH2:1]([N:3]([Si](C)(C)C)[CH2:4][CH3:5])[CH3:2].[CH2:10]([N:12]([S:15](F)(F)[F:16])[CH2:13][CH3:14])[CH3:11].[C:19]([F:22])([F:21])=[O:20]>C(#N)C>[F:21][C:19]([F:16])([F:22])[O-:20].[CH2:1]([N:3]([S+:15]([N:3]([CH2:4][CH3:5])[CH2:1][CH3:2])[N:12]([CH2:13][CH3:14])[CH2:10][CH3:11])[CH2:4][CH3:5])[CH3:2] |f:4.5|. Starting materials: C(C)N(CC)[Si](C)(C)C (Diethylaminotrimethylsilane), C(C)N(CC)S(F)(F)F (diethylaminosulfur trifluoride), C(=O)(F)F (carbonyl fluoride). Conditions: time 8 hour. Isolated yield 91.0%. The solvent is C(C)#N (acetonitrile). Procedure: Diethylaminotrimethylsilane (29.06 g, 0.2 mol) was added dropwise to a solution of 12.5 mL (0.1 mol) of diethylaminosulfur trifluoride in 75 mL of acetonitrile at 25°. The reaction mixture was stirred overnight, and then saturated with carbonyl fluoride. Evaporation of the solvent under reduced pressure gave 30.3 g (91%) of the trifluoromethoxide: mp 85°-95°; 1H NMR (CD3CN) δ1.21 ppm (t, J=7H, 9H), 3.29 ppm (q, J=7 Hz, 6H); F NMR (CD3CN) δ-20.8 ppm. Anal. Calcd. for C13H30F3N3OS: C, 46.83; H, 9.... Yields the product FC([O-])(F)F.C(C)N(CC)[S+](N(CC)CC)N(CC)CC (Tris(diethylamino)sulfonium Trifluoromethoxide).